This data is from the Open Reaction Database (ORD), a public repository of structured organic reaction records. The task is: describe an organic reaction: reactants, conditions, products, and yield As a reaction SMILES: [F:1][C:2]1[CH:7]=[C:6]([F:8])[CH:5]=[CH:4][C:3]=1[N:9]1[C:18]2[C:13](=[CH:14][C:15]([F:20])=[C:16](F)[CH:17]=2)[C:12](=[O:21])[C:11]([C:22]([OH:24])=[O:23])=[CH:10]1.[CH3:25][CH:26]1[CH2:31][CH:30]([CH3:32])[CH2:29][NH:28][CH2:27]1>>[F:1][C:2]1[CH:7]=[C:6]([F:8])[CH:5]=[CH:4][C:3]=1[N:9]1[C:18]2[C:13](=[CH:14][C:15]([F:20])=[C:16]([N:28]3[CH2:29][CH:30]([CH3:32])[CH2:31][CH:26]([CH3:25])[CH2:27]3)[CH:17]=2)[C:12](=[O:21])[C:11]([C:22]([OH:24])=[O:23])=[CH:10]1. Reported procedure: The condensation of with 1-(2′,4′-difluorophenyl)-6,7-difluoro-1,4-dihydro-4-oxo-quinoline-3-carboxylic acid with 3,5-dimethylpiperidine in a similar manner as described in example 1 gave the titled product. Yield 43%, m.p 224–26° C., C23H21F3N2O3, m/z 431. (M+1) The reactants are FC1=C(C=CC(=C1)F)N1C=C(C(C2=CC(=C(C=C12)F)F)=O)C(=O)O (1-(2′,4′-difluorophenyl)-6,7-difluoro-1,4-dihydro-4-oxo-quinoline-3-carboxylic acid), CC1CNCC(C1)C (3,5-dimethylpiperidine). Isolated yield 43.0%. Product: FC1=C(C=CC(=C1)F)N1C=C(C(C2=CC(=C(C=C12)N1CC(CC(C1)C)C)F)=O)C(=O)O (1-(2′,4′-Difluorophenyl)-6-fluoro-1,4-dihydro-7-(3′,5′-dimethylpiperidin-1-yl)-4-oxo-quinoline-3-carboxylic acid). Reactants: ClC1=NC(=NC(=C1C(C(=O)OC)CCC)C)C1=CC=CC=C1 (methyl 2-(4-chloro-6-methyl-2-phenylpyrimidin-5-yl)pentanoate), C(C)(C)N(C(C)C)CC (N,N-diisopropylethylamine), ClC1=CC=C(C=C1)B(O)O (4-chlorophenylboronic acid). Reagents/catalysts: [Pd].C1(=CC=CC=C1)P(C1=CC=CC=C1)C1=CC=CC=C1.C1(=CC=CC=C1)P(C1=CC=CC=C1)C1=CC=CC=C1.C1(=CC=CC=C1)P(C1=CC=CC=C1)C1=CC=CC=C1.C1(=CC=CC=C1)P(C1=CC=CC=C1)C1=CC=CC=C1 (tetrakis(triphenylphosphine) palladium(0)). The solvent is COCCOC.O (DME water). The product is ClC1=CC=C(C=C1)C1=NC(=NC(=C1C(C(=O)OC)CCC)C)C1=CC=CC=C1 (Methyl 2-(4-(4-chlorophenyl)-6-methyl-2-phenylpyrimidin-5-yl)pentanoate). The yield is 56.7%. Reaction SMILES: Cl[C:2]1[C:7]([CH:8]([CH2:13][CH2:14][CH3:15])[C:9]([O:11][CH3:12])=[O:10])=[C:6]([CH3:16])[N:5]=[C:4]([C:17]2[CH:22]=[CH:21][CH:20]=[CH:19][CH:18]=2)[N:3]=1.C(N(CC)C(C)C)(C)C.[Cl:32][C:33]1[CH:38]=[CH:37][C:36](B(O)O)=[CH:35][CH:34]=1>COCCOC.O.[Pd].C1(P(C2C=CC=CC=2)C2C=CC=CC=2)C=CC=CC=1.C1(P(C2C=CC=CC=2)C2C=CC=CC=2)C=CC=CC=1.C1(P(C2C=CC=CC=2)C2C=CC=CC=2)C=CC=CC=1.C1(P(C2C=CC=CC=2)C2C=CC=CC=2)C=CC=CC=1>[Cl:32][C:33]1[CH:38]=[CH:37][C:36]([C:2]2[C:7]([CH:8]([CH2:13][CH2:14][CH3:15])[C:9]([O:11][CH3:12])=[O:10])=[C:6]([CH3:16])[N:5]=[C:4]([C:17]3[CH:22]=[CH:21][CH:20]=[CH:19][CH:18]=3)[N:3]=2)=[CH:35][CH:34]=1 |f:3.4,5.6.7.8.9|. Reported procedure: This compound was prepared according to general method E from methyl 2-(4-chloro-6-methyl-2-phenylpyrimidin-5-yl)pentanoate (0.08 g; 0.25 mmol), tetrakis(triphenylphosphine) palladium(0) (0.029 mg; 0.025 mmol), N,N-diisopropylethylamine (0.173 mL; 1 mmol) and 4-chlorophenylboronic acid (0.058 g; 0.37 mmol) in DME-water (1 mL) for 2.5 h. Purification by flash-chromatography on silica gel using a gradient of ethyl acetate (2-20%) in heptane furnished 0.056 g (51%) of the title compound.